Dataset: the Open Reaction Database (ORD), a public repository of structured organic reaction records. Task: describe an organic reaction: reactants, conditions, products, and yield The reactants are N1(CCOCC1)C1=CC=C(C=C1)NC(NNC(C1=C(C=C(C(=C1)Br)OCOC)OCOC)=O)=S (4-[4-(morpholin-4-yl)-phenyl]-1-(5-bromo-2,4-bis methoxymethoxy-benzoyl)thiosemicarbazide), [OH-].[Na+] (sodium hydroxide). Yields the product BrC=1C(=CC(=C(C1)C=1N(C(NN1)=S)C1=CC=C(C=C1)N1CCOCC1)OCOC)OCOC (5-(5-bromo-2,4-bis-methoxymethoxy-phenyl)-4-[4-(morpholin-4-yl)-phenyl]-2,4-dihydro-[1,2,4]triazol-3-thione). Yield: 35.6%. Reaction SMILES: [N:1]1([C:7]2[CH:12]=[CH:11][C:10]([NH:13][C:14](=[S:34])[NH:15][NH:16][C:17](=O)[C:18]3[CH:23]=[C:22]([Br:24])[C:21]([O:25][CH2:26][O:27][CH3:28])=[CH:20][C:19]=3[O:29][CH2:30][O:31][CH3:32])=[CH:9][CH:8]=2)[CH2:6][CH2:5][O:4][CH2:3][CH2:2]1.[OH-].[Na+]>>[Br:24][C:22]1[C:21]([O:25][CH2:26][O:27][CH3:28])=[CH:20][C:19]([O:29][CH2:30][O:31][CH3:32])=[C:18]([C:17]2[N:13]([C:10]3[CH:11]=[CH:12][C:7]([N:1]4[CH2:6][CH2:5][O:4][CH2:3][CH2:2]4)=[CH:8][CH:9]=3)[C:14](=[S:34])[NH:15][N:16]=2)[CH:23]=1 |f:1.2|. Procedure: The crude crystals of 4-[4-(morpholin-4-yl)-phenyl]-1-(5-bromo-2,4-bis methoxymethoxy-benzoyl)thiosemicarbazide (IM5-S-d01) and 5% aqueous sodium hydroxide (1 mL) were added in a test tube and refluxed for 2 hours. After completing the reaction, the reaction mixture was extracted with methylene chloride, and the combined organic layer was dried over anhydrous sodium sulfate. Filtration and evaporation gave crude crystals of 5-(5-bromo-2,4-bis-methoxymethoxy-phenyl)-4-[4-(morpholin-4-yl)-phenyl]-... Starting materials: COC(=O)C(N)Cc1ccc(-c2ccc(F)cc2)cc1, Cl, CCC(c1ccccc1)N1Cc2cc3c(cc2CC1C(=O)O)N(C)C(=O)C(c1ccc(O)cc1)O3. The product is CCC(c1ccccc1)N1Cc2cc3c(cc2CC1C(=O)NC(Cc1ccc(-c2ccc(F)cc2)cc1)C(=O)OC)N(C)C(=O)C(c1ccc(O)cc1)O3. RXN SMILES: [CH3:37][O:38][C:39]([CH:40]([CH2:41][c:42]1[cH:43][cH:44][c:45](-[c:48]2[cH:49][cH:50][c:51]([F:54])[cH:52][cH:53]2)[cH:46][cH:47]1)[NH2:55])=[O:56].[ClH:36].[OH:1][c:2]1[cH:3][cH:4][c:5]([CH:8]2[C:9](=[O:35])[N:10]([CH3:34])[c:11]3[cH:12][c:13]4[c:18]([cH:19][c:20]3[O:21]2)[CH2:17][N:16]([CH:22]([CH2:23][CH3:24])[c:25]2[cH:26][cH:27][cH:28][cH:29][cH:30]2)[CH:15]([C:31](=[O:32])[OH:33])[CH2:14]4)[cH:6][cH:7]1>>[OH:1][c:2]1[cH:3][cH:4][c:5]([CH:8]2[C:9](=[O:35])[N:10]([CH3:34])[c:11]3[cH:12][c:13]4[c:18]([cH:19][c:20]3[O:21]2)[CH2:17][N:16]([CH:22]([CH2:23][CH3:24])[c:25]2[cH:26][cH:27][cH:28][cH:29][cH:30]2)[CH:15]([C:31](=[O:32])[NH:55][CH:40]([C:39]([O:38][CH3:37])=[O:56])[CH2:41][c:42]2[cH:43][cH:44][c:45](-[c:48]3[cH:49][cH:50][c:51]([F:54])[cH:52][cH:53]3)[cH:46][cH:47]2)[CH2:14]4)[cH:6][cH:7]1. The reactants are O=C([O-])O, Cn1cc(C(=O)NCc2ccc(Cl)cc2)c(=O)c2cc(CCl)oc21, [Na+], [Na+], CN(C)C=O, [OH-], O. Yields the product Cn1cc(C(=O)NCc2ccc(Cl)cc2)c(=O)c2cc(CO)oc21. RXN SMILES: [C:27]([O-:28])(=[O:29])[OH:30].[Cl:3][c:4]1[cH:5][cH:6][c:7]([CH2:8][NH:9][C:10](=[O:11])[c:12]2[c:13](=[O:24])[c:14]3[c:15]([n:16]([CH3:18])[cH:17]2)[o:19][c:20]([CH2:22][Cl:23])[cH:21]3)[cH:25][cH:26]1.[Na+:2].[Na+:31].[O:33]=[CH:34][N:35]([CH3:36])[CH3:37].[OH-:1].[OH2:32]>>[Cl:3][c:4]1[cH:5][cH:6][c:7]([CH2:8][NH:9][C:10](=[O:11])[c:12]2[c:13](=[O:24])[c:14]3[c:15]([n:16]([CH3:18])[cH:17]2)[o:19][c:20]([CH2:22][OH:28])[cH:21]3)[cH:25][cH:26]1. The reactants are ClC1=C(C=C(C(=C1)Cl)O)C=1C(N(C(=CN1)C(F)(F)F)C)=O (3-(2,4-dichloro-5-hydroxyphenyl)-1-methyl-6-trifluoromethyl-2-oxo-1,2-dihydropyrazine), ClC1=C(C=C(C(=C1)Cl)O)C=1C(N(C(=CN1)C(F)(F)F)C)=O (3-(2,4-dichloro-5-hydroxyphenyl)-1-methyl-6-trifluoromethyl-2-oxo-1,2-dihydropyrazine), C([O-])([O-])=O.[K+].[K+] (potassium carbonate), BrC(C(=O)OC)C (methyl 2-bromopropionate), O (water). Run in CN(C=O)C (N,N-dimethylformamide). Run at time 1 hour. The product is ClC1=C(C=C(C(=C1)Cl)OC(C)C(=O)OC)C=1C(N(C(=CN1)C(F)(F)F)C)=O (3-(2,4-dichloro-5-(1-methoxycarbonylethoxy)phenyl)-1-methyl-6-trifluoromethyl-2-oxo-1,2-dihydropyrazine). Yield: 98.0%. As a reaction SMILES: [Cl:1][C:2]1[CH:7]=[C:6]([Cl:8])[C:5]([OH:9])=[CH:4][C:3]=1[C:10]1[C:11](=[O:21])[N:12]([CH3:20])[C:13]([C:16]([F:19])([F:18])[F:17])=[CH:14][N:15]=1.C(=O)([O-])[O-].[K+].[K+].Br[CH:29]([CH3:34])[C:30]([O:32][CH3:33])=[O:31].O>CN(C)C=O>[Cl:1][C:2]1[CH:7]=[C:6]([Cl:8])[C:5]([O:9][CH:29]([C:30]([O:32][CH3:33])=[O:31])[CH3:34])=[CH:4][C:3]=1[C:10]1[C:11](=[O:21])[N:12]([CH3:20])[C:13]([C:16]([F:18])([F:17])[F:19])=[CH:14][N:15]=1 |f:1.2.3|. Procedure: Then, 0.15 g of 3-(2,4-dichloro-5-hydroxyphenyl)-1-methyl-6-trifluoromethyl-2-oxo-1,2-dihydropyrazine (present compound 1-357) was dissolved in 0.90 ml of N,N-dimethylformamide, to which 0.092 g of potassium carbonate and 54 μl of methyl 2-bromopropionate were added, and the mixture was stirred at room temperature for 1 hour. After completion of the reaction, the reaction mixture was poured into water, followed by extraction with ethyl acetate. The organic layer was washed with saturated sodium ... Starting materials: O=C(CCCCCBr)N1C(=O)OCC1Cc1ccccc1, C1CCOC1, C[Si](C)(C)[N-][Si](C)(C)C, COCCl, [K+]. Yields the product COCC(CCCCBr)C(=O)N1C(=O)OCC1Cc1ccccc1. RXN SMILES: [CH2:11]([c:12]1[cH:13][cH:14][cH:15][cH:16][cH:17]1)[CH:18]1[N:19]([C:24]([CH2:25][CH2:26][CH2:27][CH2:28][CH2:29][Br:30])=[O:31])[C:20](=[O:23])[O:21][CH2:22]1.[CH2:36]1[O:37][CH2:38][CH2:39][CH2:40]1.[CH3:2][Si:3]([N-:4][Si:5]([CH3:6])([CH3:7])[CH3:8])([CH3:9])[CH3:10].[Cl:32][CH2:33][O:34][CH3:35].[K+:1]>>[CH2:11]([c:12]1[cH:13][cH:14][cH:15][cH:16][cH:17]1)[CH:18]1[N:19]([C:24]([CH:25]([CH2:26][CH2:27][CH2:28][CH2:29][Br:30])[CH2:33][O:34][CH3:35])=[O:31])[C:20](=[O:23])[O:21][CH2:22]1. Starting materials: OC(C)C1=CC=CC(=N1)NC(C(C)(C)C)=O (N-[6-(1-hydroxyethyl)pyridin-2-yl]-2,2-dimethylpropanamide), Cl (hydrochloric acid). Solvent: O1CCOCC1 (dioxane). Conditions: temperature 90 celsius, time 14 hour. The product is NC1=CC=CC(=N1)CO ((6-aminopyridin-2-yl)methanol). Isolated yield 96.2%. Reaction SMILES: [OH:1][CH:2]([C:4]1[N:9]=[C:8]([NH:10]C(=O)C(C)(C)C)[CH:7]=[CH:6][CH:5]=1)C.Cl>O1CCOCC1>[NH2:10][C:8]1[N:9]=[C:4]([CH2:2][OH:1])[CH:5]=[CH:6][CH:7]=1. Procedure details: To a solution of dioxane (15 mL) was added N-[6-(1-hydroxyethyl)pyridin-2-yl]-2,2-dimethylpropanamide (1.5 g, 7.2 mmol) and aqueous hydrochloric acid (6N, 15 mL) and the mixture was stirred at 90° C. for 14 h. The solution was cooled 0° C., triturated with diethyl ether (2×30 mL) and the aqueous layer was neutralized using sodium hydroxide to approximately pH 8. The mixture was diluted with chloroform/IPA (10:1, 50 mL). The mixture was washed with saturated brine solution (2×50 mL). The organic ... As a reaction SMILES: [I:1]I.[CH2:3]([O:10][C:11]1[CH:16]=[C:15]([O:17][CH2:18][CH2:19][CH3:20])[CH:14]=[CH:13][C:12]=1[CH2:21][CH3:22])[C:4]1[CH:9]=[CH:8][CH:7]=[CH:6][CH:5]=1>C(Cl)(Cl)Cl.FC(F)(F)C([O-])=O.[Ag+]>[CH2:3]([O:10][C:11]1[CH:16]=[C:15]([O:17][CH2:18][CH2:19][CH3:20])[C:14]([I:1])=[CH:13][C:12]=1[CH2:21][CH3:22])[C:4]1[CH:5]=[CH:6][CH:7]=[CH:8][CH:9]=1 |f:3.4|. Starting materials: C(C1=CC=CC=C1)OC1=C(C=CC(=C1)OCCC)CC (2-benzyloxy-1-ethyl-4-propoxy-benzene), II (iodine). The reagents and catalysts are FC(C(=O)[O-])(F)F.[Ag+] (silver trifluoroacetate). Run at time 1 hour. Reported procedure: A solution of iodine (2.82 g, 11.1 mmol) dissolved in CHCl3 (80 mL) was added dropwise to a stirred mixture of 2-benzyloxy-1-ethyl-4-propoxy-benzene (3 g, 11.1 mmol), silver trifluoroacetate (2.45 g, 11.1 mmol) in CHCl3 (20 mL). After the addition was complete the reaction mixture was stirred for 1 hour. The mixture was filtered through a pad of celite washing with CH2Cl2. The filtrate was washed with satd Na2S2O3, brine, dried over Na2SO4 and concentrated to a pale yellow solid (4.04 g, 92%). 1... Run in C(Cl)(Cl)Cl (CHCl3), C(Cl)(Cl)Cl (CHCl3). Yields the product C(C1=CC=CC=C1)OC1=C(C=C(C(=C1)OCCC)I)CC (1-Benzyloxy-2-ethyl-4-iodo-5-propoxy-benzene). The reactants are C([O-])([O-])=O.[Cs+].[Cs+] (cesium carbonate), COC1=CC=C(COC(=O)NC[C@H](O)C(=O)O)C=C1 (4-methoxybenzyloxycarbonyl-(S)-isoserine), CCOC(=O)C.CCCCCC (EtOAc hexane), CI (methyl iodide). The solvent is dimethyl formamide(DMF), CO (MeOH). Conditions: time 18 hour. Product: COC([C@H](CNC(=O)OCC1=CC=C(C=C1)OC)O)=O (4-Methoxybenzyloxycarbonyl-(S)-isoserine methyl ester). RXN SMILES: [C:1](=O)([O-])[O-].[Cs+].[Cs+].[CH3:7][O:8][C:9]1[CH:25]=[CH:24][C:12]([CH2:13][O:14][C:15]([NH:17][CH2:18][C@@H:19]([C:21]([OH:23])=[O:22])[OH:20])=[O:16])=[CH:11][CH:10]=1.CI.CCOC(C)=O.CCCCCC>CO>[CH3:1][O:22][C:21](=[O:23])[C@@H:19]([OH:20])[CH2:18][NH:17][C:15]([O:14][CH2:13][C:12]1[CH:11]=[CH:10][C:9]([O:8][CH3:7])=[CH:25][CH:24]=1)=[O:16] |f:0.1.2,5.6|. Reported procedure: Stir cesium carbonate (6.2 g) and N-(4-methoxybenzyloxycarbonyl-(S)-isoserine (10 g) in dimethyl formamide(DMF) (50 ml) for 1 hr. then add methyl iodide (5.4 g). Stir the resulting mixture for 18 h and concentrate in vacuo. Partition the residue between EtOAc/water and then brine. Concentrate the dried (MgSO4) EtOAc solution in vacuo to give an amber oil. Chromatograph this oil on a column of flash silica gel (1100 ml) using EtOAc:hexane (9:1) as eluant to give an amber oil, [α]D26 =+16.9° (MeOH... Reactants: [Al+3], C1CCOC1, COC(=O)CN(CCCn1ccnc1)CCOc1ccc(Cl)cc1, [H-], [H-], [H-], [H-], [Li+], [Na+], [OH-], O. Product: OCCN(CCCn1ccnc1)CCOc1ccc(Cl)cc1. Reaction SMILES: [Al+3:2].[CH2:34]1[O:35][CH2:36][CH2:37][CH2:38]1.[Cl:7][c:8]1[cH:9][cH:10][c:11]([O:12][CH2:13][CH2:14][N:15]([CH2:16][C:17](=[O:18])[O:19][CH3:20])[CH2:21][CH2:22][CH2:23][n:24]2[cH:25][n:26][cH:27][cH:28]2)[cH:29][cH:30]1.[H-:1].[H-:4].[H-:5].[H-:6].[Li+:3].[Na+:33].[OH-:32].[OH2:31]>>[Cl:7][c:8]1[cH:9][cH:10][c:11]([O:12][CH2:13][CH2:14][N:15]([CH2:16][CH2:17][OH:18])[CH2:21][CH2:22][CH2:23][n:24]2[cH:25][n:26][cH:27][cH:28]2)[cH:29][cH:30]1. Starting materials: CN1CCCC1=O, CCN(C(C)C)C(C)C, NC(=O)c1ccc(Cl)nc1Nc1ccc(C(=O)N2CCOCC2)cc1, CC(C)(C)OC(=O)NC1CCCNC1, O. Product: CC(C)(C)OC(=O)NC1CCCN(c2ccc(C(N)=O)c(Nc3ccc(C(=O)N4CCOCC4)cc3)n2)C1. Reaction SMILES: [CH3:49][N:50]1[CH2:51][CH2:52][CH2:53][C:54]1=[O:55].[CH:40]([N:41]([CH2:42][CH3:43])[CH:44]([CH3:45])[CH3:46])([CH3:47])[CH3:48].[Cl:15][c:16]1[n:17][c:18]([NH:25][c:26]2[cH:27][cH:28][c:29]([C:32](=[O:33])[N:34]3[CH2:35][CH2:36][O:37][CH2:38][CH2:39]3)[cH:30][cH:31]2)[c:19]([C:20](=[O:21])[NH2:22])[cH:23][cH:24]1.[NH:1]1[CH2:2][CH:3]([NH:7][C:8]([O:9][C:10]([CH3:11])([CH3:12])[CH3:13])=[O:14])[CH2:4][CH2:5][CH2:6]1.[OH2:56]>>[N:1]1([c:16]2[n:17][c:18]([NH:25][c:26]3[cH:27][cH:28][c:29]([C:32](=[O:33])[N:34]4[CH2:35][CH2:36][O:37][CH2:38][CH2:39]4)[cH:30][cH:31]3)[c:19]([C:20](=[O:21])[NH2:22])[cH:23][cH:24]2)[CH2:2][CH:3]([NH:7][C:8]([O:9][C:10]([CH3:11])([CH3:12])[CH3:13])=[O:14])[CH2:4][CH2:5][CH2:6]1.